This data is from the Open Reaction Database (ORD), a public repository of structured organic reaction records. The task is: describe an organic reaction: reactants, conditions, products, and yield The reactants are Cl.NNC(=O)N (semicarbazide HCl), C(C)C(=O)C (ethyl-methyl ketone), C(C)(=O)[O-].[Na+] (sodium acetate). Run in O (water). Yields the product CC(CC)=NNC(=O)N (butan-2-one semicarbazone). The yield is 71.1%. Reaction SMILES: Cl.[NH2:2][NH:3][C:4]([NH2:6])=[O:5].[CH2:7]([C:9]([CH3:11])=O)[CH3:8].C([O-])(=O)C.[Na+]>O>[CH3:8][C:7](=[N:2][NH:3][C:4]([NH2:6])=[O:5])[CH2:9][CH3:11] |f:0.1,3.4|. Reported procedure: To a solution of semicarbazide HCl (61.2 g, 534 mmol), ethyl-methyl ketone (35 g, 0.49 mol) in water (525 mL), sodium acetate (79.7 g, 972 mmol) was added at room temperature and maintained for 18 hours. The reaction mixture was filtered, the obtained solid was washed with ether (2×25 mL) and dried at 70° C. for 20 hours to afford butan-2-one semicarbazone (45 g, 72%) as white solid. 1H NMR (CDCl3) δ 7.9 (br, 1H), 5.0-6.0 (br, 2H), 2.3 (q, 2H), 1.82 (s, 3H), 1.1 (t, 3H).